The task is: describe an organic reaction: reactants, conditions, products, and yield. This data is from the Open Reaction Database (ORD), a public repository of structured organic reaction records. The reactants are [C-]#N, [C-]#N, O=C([O-])O, CN1CCCC1=O, I[Cu]I, [Na+], [Pd], [Zn+2], c1ccc(P(c2ccccc2)c2ccccc2)cc1, c1ccc(P(c2ccccc2)c2ccccc2)cc1, c1ccc(P(c2ccccc2)c2ccccc2)cc1, c1ccc(P(c2ccccc2)c2ccccc2)cc1, O=C1COC(c2ccccn2)=NN1c1ccccc1I. Yields the product N#Cc1ccccc1N1N=C(c2ccccn2)OCC1=O. As a reaction SMILES: [C-:33]#[N:34].[C-:36]#[N:37].[C:28](=[O:29])([OH:30])[O-:31].[CH3:21][N:22]1[CH2:23][CH2:24][CH2:25][C:26]1=[O:27].[Cu:38]([I:39])[I:40].[Na+:32].[Pd:41].[Zn+2:35].[c:42]1([P:43]([c:44]2[cH:45][cH:46][cH:47][cH:48][cH:49]2)[c:50]2[cH:51][cH:52][cH:53][cH:54][cH:55]2)[cH:56][cH:57][cH:58][cH:59][cH:60]1.[c:61]1([P:62]([c:63]2[cH:64][cH:65][cH:66][cH:67][cH:68]2)[c:69]2[cH:70][cH:71][cH:72][cH:73][cH:74]2)[cH:75][cH:76][cH:77][cH:78][cH:79]1.[c:80]1([P:81]([c:82]2[cH:83][cH:84][cH:85][cH:86][cH:87]2)[c:88]2[cH:89][cH:90][cH:91][cH:92][cH:93]2)[cH:94][cH:95][cH:96][cH:97][cH:98]1.[c:99]1([P:100]([c:101]2[cH:102][cH:103][cH:104][cH:105][cH:106]2)[c:107]2[cH:108][cH:109][cH:110][cH:111][cH:112]2)[cH:113][cH:114][cH:115][cH:116][cH:117]1.[n:1]1[c:2]([C:7]2=[N:12][N:11]([c:13]3[c:14]([I:19])[cH:15][cH:16][cH:17][cH:18]3)[C:10](=[O:20])[CH2:9][O:8]2)[cH:3][cH:4][cH:5][cH:6]1>>[n:1]1[c:2]([C:7]2=[N:12][N:11]([c:13]3[c:14]([C:21]#[N:22])[cH:15][cH:16][cH:17][cH:18]3)[C:10](=[O:20])[CH2:9][O:8]2)[cH:3][cH:4][cH:5][cH:6]1. Reactants: CCN(C(C)C)C(C)C (DIPEA), C1(CC1)N (cyclopropyl amine), ClC1=C(C=CC(=C1)C1=NOC(C1)(C(F)(F)F)C1=CC(=C(C(=C1)Cl)Cl)Cl)N1CC(C1)C(=O)O (1-{2-chloro-4-[5-(3,4,5-trichloro-phenyl)-5-trifluoromethyl-4,5-dihydro-isoxazol-3-yl]-phenyl}-azetidine-3-carboxylic acid), CCN=C=NCCCN(C)C.Cl (EDCl), Cl (HCl). Solvent: CN(C)C=O (DMF). Reaction conditions: time 18 hour. The product is C1(CC1)NC(=O)C1CN(C1)C1=C(C=C(C=C1)C1=NOC(C1)(C(F)(F)F)C1=CC(=C(C(=C1)Cl)Cl)Cl)Cl (1-{2-chloro-4-[5-(3,4,5-trichloro-phenyl)-5-trifluoromethyl-4,5-dihydro-isoxazol-3-yl]-phenyl}-azetidine-3-carboxylic acid cyclopropylamide). The yield is 20.0%. As a reaction SMILES: [Cl:1][C:2]1[CH:7]=[C:6]([C:8]2[CH2:12][C:11]([C:17]3[CH:22]=[C:21]([Cl:23])[C:20]([Cl:24])=[C:19]([Cl:25])[CH:18]=3)([C:13]([F:16])([F:15])[F:14])[O:10][N:9]=2)[CH:5]=[CH:4][C:3]=1[N:26]1[CH2:29][CH:28]([C:30](O)=[O:31])[CH2:27]1.CCN=C=N[CH2:38][CH2:39][CH2:40][N:41](C)C.Cl.Cl.CCN(C(C)C)C(C)C.C1(N)CC1>CN(C=O)C>[CH:40]1([NH:41][C:30]([CH:28]2[CH2:27][N:26]([C:3]3[CH:4]=[CH:5][C:6]([C:8]4[CH2:12][C:11]([C:17]5[CH:22]=[C:21]([Cl:23])[C:20]([Cl:24])=[C:19]([Cl:25])[CH:18]=5)([C:13]([F:14])([F:16])[F:15])[O:10][N:9]=4)=[CH:7][C:2]=3[Cl:1])[CH2:29]2)=[O:31])[CH2:38][CH2:39]1 |f:1.2|. Procedure details: To a stirred solution of 1-{2-chloro-4-[5-(3,4,5-trichloro-phenyl)-5-trifluoromethyl-4,5-dihydro-isoxazol-3-yl]-phenyl}-azetidine-3-carboxylic acid (Preparation 14, 0.1 g, 0.190 mmol) in dry DMF (3 mL) was added EDCl.HCl (0.055 g, 0.280 mmol), DIPEA (0.049 g, 0.380 mmol) and cyclopropyl amine (0.011 g, 0.190 mmol) at 0° C. Resulting reaction mixture was stirred at room temperature for 18 hours under nitrogen atmosphere. After complete consumption of starting material, reaction mixture was quench... The yield is 82.3%. The reactants are C1(=CC=CC=C1)C1=NN=C(O1)C=1C(=NC=C(N1)N1CCNCC1)NC(OC(C)(C)C)=O (Tert-butyl 3-(5-phenyl-1,3,4-oxadiazol-2-yl)-5-(piperazin-1-yl)pyrazin-2-ylcarbamate), C(=O)(C(F)(F)F)O (TFA). Procedure details: Tert-butyl 3-(5-phenyl-1,3,4-oxadiazol-2-yl)-5-(piperazin-1-yl)pyrazin-2-ylcarbamate (2.29 g, 5.408 mmol) was dissolved in DCM (20 mL) and treated with TFA (5 mL, 64.90 mmol) was added. The reaction was allowed to stir for 1 hour at ambient temperature and then the solvent removed in vacuo. The mixture was treated with NaHCO3/brine and EtOAc and the 2 layers separated layers. The aqueous layer was extracted with EtOAc, followed by DCM and CHCl3. The mixture was dried over MgSO4, filtered and con... Run at time 1 hour. The solvent is C(Cl)Cl (DCM). As a reaction SMILES: [C:1]1([C:7]2[O:11][C:10]([C:12]3[C:13]([NH:24]C(=O)OC(C)(C)C)=[N:14][CH:15]=[C:16]([N:18]4[CH2:23][CH2:22][NH:21][CH2:20][CH2:19]4)[N:17]=3)=[N:9][N:8]=2)[CH:6]=[CH:5][CH:4]=[CH:3][CH:2]=1.C(O)(C(F)(F)F)=O>C(Cl)Cl>[C:1]1([C:7]2[O:11][C:10]([C:12]3[C:13]([NH2:24])=[N:14][CH:15]=[C:16]([N:18]4[CH2:23][CH2:22][NH:21][CH2:20][CH2:19]4)[N:17]=3)=[N:9][N:8]=2)[CH:2]=[CH:3][CH:4]=[CH:5][CH:6]=1. Product: C1(=CC=CC=C1)C1=NN=C(O1)C=1C(=NC=C(N1)N1CCNCC1)N (3-(5-phenyl-1,3,4-oxadiazol-2-yl)-5-(piperazin-1-yl)pyrazin-2-amine). Run at temperature 60 celsius. Reaction SMILES: [N+:1]([C:4]1[NH:8][N:7]=[CH:6][C:5]=1[C:9]([O:11][CH2:12][CH3:13])=[O:10])([O-:3])=[O:2].C(=O)([O-])[O-].[K+].[K+].[CH2:20](Br)[C:21]1[CH:26]=[CH:25][CH:24]=[CH:23][CH:22]=1.[I-].[K+]>CN(C)C=O.CCOC(C)=O>[CH2:20]([N:7]1[CH:6]=[C:5]([C:9]([O:11][CH2:12][CH3:13])=[O:10])[C:4]([N+:1]([O-:3])=[O:2])=[N:8]1)[C:21]1[CH:26]=[CH:25][CH:24]=[CH:23][CH:22]=1 |f:1.2.3,5.6|. Procedure: To a solution of C1 (2.86 g, 15.4 mmol) in N,N-dimethylformamide (60 mL) was added anhydrous potassium carbonate (12.8 g, 92.6 mmol), benzyl bromide (2.20 mL, 18.5 mmol) and a catalytic amount of potassium iodide. The reaction was heated at 60° C. for 18 hours, then diluted with EtOAc and washed with water. The organic layer was dried over magnesium sulfate, filtered and concentrated under reduced pressure. Purification using silica gel chromatography (Gradient: 0% to 100% EtOAc in heptane) prov... Yields the product C(C1=CC=CC=C1)N1N=C(C(=C1)C(=O)OCC)[N+](=O)[O-] (ethyl 1-benzyl-3-nitro-1H-pyrazole-4-carboxylate). Solvent: CN(C=O)C (N,N-dimethylformamide), CCOC(=O)C (EtOAc). The reactants are [N+](=O)([O-])C1=C(C=NN1)C(=O)OCC (ethyl 5-nitro-1H-pyrazole-4-carboxylate), C([O-])([O-])=O.[K+].[K+] (potassium carbonate), C(C1=CC=CC=C1)Br (benzyl bromide), [I-].[K+] (potassium iodide). The reactants are O=C1c2ccccc2C(=O)N1c1ccc([N+](=O)[O-])cc1O, O=C1NC(=O)c2ccccc21, CN(C)C=O. The product is Nc1ccc(N2C(=O)c3ccccc3C2=O)c(O)c1. RXN SMILES: [N+:1]([O-:2])(=[O:3])[c:4]1[cH:5][c:6]([OH:21])[c:7]([N:10]2[C:11](=[O:20])[c:12]3[c:13]([cH:16][cH:17][cH:18][cH:19]3)[C:14]2=[O:15])[cH:8][cH:9]1.[O:22]=[C:23]1[c:24]2[c:25]([cH:26][cH:27][cH:28][cH:29]2)[C:30](=[O:31])[NH:32]1.[O:33]=[CH:34][N:35]([CH3:36])[CH3:37]>>[NH2:1][c:4]1[cH:5][c:6]([OH:21])[c:7]([N:10]2[C:11](=[O:20])[c:12]3[c:13]([cH:16][cH:17][cH:18][cH:19]3)[C:14]2=[O:15])[cH:8][cH:9]1.